This data is from the Open Reaction Database (ORD), a public repository of structured organic reaction records. The task is: describe an organic reaction: reactants, conditions, products, and yield Starting materials: COc1ccc(CCl)cc1OC, CN(C)C=O, CCOC(=O)C1C(=O)NCC1c1ccc(OC)c(OC)c1, [H-], [Na+]. Product: CCOC(=O)C1(Cc2ccc(OC)c(OC)c2)C(=O)NCC1c1ccc(OC)c(OC)c1. As a reaction SMILES: [CH3:24][O:25][c:26]1[cH:27][c:28]([CH2:29][Cl:30])[cH:31][cH:32][c:33]1[O:34][CH3:35].[CH3:36][N:37]([CH3:38])[CH:39]=[O:40].[CH3:3][O:4][c:5]1[cH:6][c:7]([CH:13]2[CH:14]([C:19](=[O:20])[O:21][CH2:22][CH3:23])[C:15](=[O:18])[NH:16][CH2:17]2)[cH:8][cH:9][c:10]1[O:11][CH3:12].[H-:1].[Na+:2]>>[CH3:3][O:4][c:5]1[cH:6][c:7]([CH:13]2[C:14]([C:19](=[O:20])[O:21][CH2:22][CH3:23])([CH2:29][c:28]3[cH:27][c:26]([O:25][CH3:24])[c:33]([O:34][CH3:35])[cH:32][cH:31]3)[C:15](=[O:18])[NH:16][CH2:17]2)[cH:8][cH:9][c:10]1[O:11][CH3:12]. The reactants are C(C)OC1=C(C=C(C=C1)I)C (2-ethoxy-5-iodotoluene), C(C=C)(=O)OC (methyl acrylate), C(=O)([O-])[O-].[K+].[K+] (K2CO3), TEA, OC1=C(C=C(C=C1)I)C (2-hydroxy-5-iodotoluene), C(C)I (ethyl iodide), CC1=C(C=CC=C1)P(C2=C(C=CC=C2)C)C3=C(C=CC=C3)C (P(o-tolyl)3). The solvent is CC(=O)C (acetone), CN(C)C=O (DMF). Yields the product COC(/C=C/C=1C=CC(=C(C1)C)OCC)=O (5-[(E)-(3-methoxy-3-oxo-1-propenyl)]-2-ethoxytoluene). RXN SMILES: [CH2:1]([O:3][C:4]1[CH:9]=[CH:8][C:7](I)=[CH:6][C:5]=1[CH3:11])[CH3:2].OC1C=CC(I)=CC=1C.C(I)C.C([O-])([O-])=O.[K+].[K+].[C:30]([O:34][CH3:35])(=[O:33])[CH:31]=[CH2:32].CC1C=CC=CC=1P(C1C=CC=CC=1C)C1C=CC=CC=1C>CC(C)=O.CN(C=O)C>[CH3:35][O:34][C:30](=[O:33])/[CH:31]=[CH:32]/[C:7]1[CH:8]=[CH:9][C:4]([O:3][CH2:1][CH3:2])=[C:5]([CH3:11])[CH:6]=1 |f:3.4.5|. Procedure details: In a 250 mL RBF was charged 2-ethoxy-5-iodotoluene (5 g, 19.1 mmol, prepared from 2-hydroxy-5-iodotoluene by reacting with ethyl iodide in acetone in the presence of K2CO3), methyl acrylate (17 mL), P(o-tolyl)3 (1.16 g), DMF (25 mL) and TEA (25 mL). The mixture was degased under nitrogen. To the solution was added Pd(OAc)2 (0.43 g) and the mixture was heated to reflux under nitrogen for 20 hours. After cooling to room temperature, the reaction mixture was diluted with water (200 mL) and extracte... The reactants are IC=1C(=CC(=C(OC=2C(=NC(=NC2)N)N)C1)C(C)C)OC (5-(5-Iodo-2-isopropyl-4-methoxy-phenoxy)-pyrimidine-2,4-diamine), IC=1C(=CC(=C(OC=2C(=NC(=NC2)N)N)C1)C(C)C)OC (5-(5-iodo-2-isopropyl-4-methoxy-phenoxy)-pyrimidine-2,4-diamine), Cl (HCl). The solvent is C(C)(C)O (isopropanol). Conditions: temperature 70 celsius. Yields the product Cl.IC=1C(=CC(=C(OC=2C(=NC(=NC2)N)N)C1)C(C)C)OC ((5-iodo-2-isopropyl-4-methoxy-phenoxy)-pyrimidine-2,4-diamine hydrochloride salt). The yield is 98.0%. As a reaction SMILES: [I:1][C:2]1[C:3]([O:20][CH3:21])=[CH:4][C:5]([CH:17]([CH3:19])[CH3:18])=[C:6]([CH:16]=1)[O:7][C:8]1[C:9]([NH2:15])=[N:10][C:11]([NH2:14])=[N:12][CH:13]=1.[ClH:22]>C(O)(C)C>[ClH:22].[I:1][C:2]1[C:3]([O:20][CH3:21])=[CH:4][C:5]([CH:17]([CH3:19])[CH3:18])=[C:6]([CH:16]=1)[O:7][C:8]1[C:9]([NH2:15])=[N:10][C:11]([NH2:14])=[N:12][CH:13]=1 |f:3.4|. Procedure details: 5-(5-Iodo-2-isopropyl-4-methoxy-phenoxy)-pyrimidine-2,4-diamine A mixture of 5-(5-iodo-2-isopropyl-4-methoxy-phenoxy)-pyrimidine-2,4-diamine (240 g, 0.60 mol) in 1.2 L of isopropanol was heated to 70° C. An aqueous solution of 6N HCl was added dropwise to the reaction mixture, and the slurry was heated to 75° C. for two hours. The slurry was cooled to 20° C. and aged. Precipitated solids were collected by filtration, washed with cold isopropanol, and dried in a vacuum oven (50° C., 24 inches Hg)... Reactants: C(C)(=O)SCCC(=O)N1[C@H](C(=O)O)C[C@@H](C1)OC1=CC=CC=C1 (1-[3-(acetylthio)-1-oxopropyl]-cis-4-phenoxy-L-proline), N (ammonia). Yields the product SCCC(=O)N1[C@H](C(=O)O)C[C@@H](C1)OC1=CC=CC=C1 (1-(3-mercapto-1-oxopropyl)-cis-4-phenoxy-L-proline). RXN SMILES: C([S:4][CH2:5][CH2:6][C:7]([N:9]1[CH2:16][C@@H:15]([O:17][C:18]2[CH:23]=[CH:22][CH:21]=[CH:20][CH:19]=2)[CH2:14][C@H:10]1[C:11]([OH:13])=[O:12])=[O:8])(=O)C.N>>[SH:4][CH2:5][CH2:6][C:7]([N:9]1[CH2:16][C@@H:15]([O:17][C:18]2[CH:19]=[CH:20][CH:21]=[CH:22][CH:23]=2)[CH2:14][C@H:10]1[C:11]([OH:13])=[O:12])=[O:8]. Procedure: Hydrolysis of 1-[3-(acetylthio)-1-oxopropyl]-cis-4-phenoxy-L-proline with an aqueous ammonia solution according to the procedure of Example 2 yields 1-(3-mercapto-1-oxopropyl)-cis-4-phenoxy-L-proline. Reactants: [OH-].[NH4+] (Ammonium hydroxide), BrC=1C=C(C=NC1)C1(CC1)C#N (1-(5-Bromo-pyridin-3-yl)-cyclopropanecarbonitrile), OO (Hydrogen peroxide). Solvent: C1CCOC1 (THF). Reaction conditions: time 4 hour. The product is BrC=1C=C(C=NC1)C1(CC1)C(=O)N (1-(5-bromo-pyridin-3-yl)-cyclopropanecarboxylic acid amide). As a reaction SMILES: [Br:1][C:2]1[CH:3]=[C:4]([C:8]2([C:11]#[N:12])[CH2:10][CH2:9]2)[CH:5]=[N:6][CH:7]=1.[OH-:13].[NH4+].OO>C1COCC1>[Br:1][C:2]1[CH:3]=[C:4]([C:8]2([C:11]([NH2:12])=[O:13])[CH2:9][CH2:10]2)[CH:5]=[N:6][CH:7]=1 |f:1.2|. Reported procedure: 1-(5-Bromo-pyridin-3-yl)-cyclopropanecarbonitrile (150 mg, 0.672 mmol) is dissolved in THF (1.5 mL) in a reaction vial. Ammonium hydroxide (1 mL) is then added. Hydrogen peroxide (30% aq solution, 0.5 mL) is added slowly. The mixture is stirred at room temperature for 4 h. The volatiles is evaporated to afford 1-(5-bromo-pyridin-3-yl)-cyclopropanecarboxylic acid amide (157.5 mg, 97% crude yield). Starting materials: ClCCl, NCCOc1c(Cl)ccc2c1CCN(C(=O)C(F)(F)F)CC2, O=C=Nc1ccccc1. The product is O=C(NCCOc1c(Cl)ccc2c1CCN(C(=O)C(F)(F)F)CC2)Nc1ccccc1. As a reaction SMILES: [Cl:32][CH2:33][Cl:34].[NH2:10][CH2:11][CH2:12][O:13][c:14]1[c:15]([Cl:31])[cH:16][cH:17][c:18]2[c:24]1[CH2:23][CH2:22][N:21]([C:25]([C:26]([F:27])([F:28])[F:29])=[O:30])[CH2:20][CH2:19]2.[O:1]=[C:2]=[N:3][c:4]1[cH:5][cH:6][cH:7][cH:8][cH:9]1>>[O:1]=[C:2]([NH:3][c:4]1[cH:5][cH:6][cH:7][cH:8][cH:9]1)[NH:10][CH2:11][CH2:12][O:13][c:14]1[c:15]([Cl:31])[cH:16][cH:17][c:18]2[c:24]1[CH2:23][CH2:22][N:21]([C:25]([C:26]([F:27])([F:28])[F:29])=[O:30])[CH2:20][CH2:19]2. The reactants are CI, CC(C)=O, CC12CCC(=O)C=C1CCC1C2C(O)CC2(C)C1CCC2(O)C(=O)COC(=O)c1cccnc1. The product is [I-], C[n+]1cccc(C(=O)OCC(=O)C2(O)CCC3C4CCC5=CC(=O)CCC5(C)C4C(O)CC32C)c1. Reaction SMILES: [CH3:35][I:36].[CH3:37][C:38](=[O:39])[CH3:40].[OH:1][CH:2]1[CH:3]2[C:4]3([CH3:34])[CH2:5][CH2:6][C:7](=[O:33])[CH:8]=[C:9]3[CH2:10][CH2:11][CH:12]2[CH:13]2[CH2:14][CH2:15][C:16]([C:17]([CH2:18][O:19][C:20](=[O:21])[c:22]3[cH:23][n:24][cH:25][cH:26][cH:27]3)=[O:28])([OH:32])[C:29]2([CH3:31])[CH2:30]1>>[I-:36].[OH:1][CH:2]1[CH:3]2[C:4]3([CH3:34])[CH2:5][CH2:6][C:7](=[O:33])[CH:8]=[C:9]3[CH2:10][CH2:11][CH:12]2[CH:13]2[CH2:14][CH2:15][C:16]([C:17]([CH2:18][O:19][C:20](=[O:21])[c:22]3[cH:23][n+:24]([CH3:35])[cH:25][cH:26][cH:27]3)=[O:28])([OH:32])[C:29]2([CH3:31])[CH2:30]1. Starting materials: C(C)(C)(C)OC(=O)N[C@H](C(=O)N[C@H](C(=O)O)CC1=CC(=C(C=C1)OCC(=O)OC)C(=O)OC)CC1=CC=CC=C1 ((2S)-2-({(2S)-2-[(tert-butoxycarbonyl)amino]-3-phenylpropanoyl}amino)-3-[3-(methoxycarbonyl)-4-(2-methoxy-2-oxoethoxy)phenyl]propanoic acid), COC=1C=C(CCN)C=CC1OC (3,4-dimethoxyphenethylamine). Product: C(C)(C)(C)OC(=O)N[C@@H](C(=O)N[C@@H](CC=1C=CC(=C(C(=O)O)C1)OCC(=O)O)C(=O)NCCC1=CC(=C(C=C1)OC)OC)CC1=CC=CC=C1 (5-{(2S)-2-({(2R)-2-[(tert-Butoxycarbonyl)amino]-3-phenylpropanoyl}amino)-3-[(3,4-dimethoxyphenethyl)amino]-3-oxopropyl}-2-(carboxymethoxy)benzoic Acid). The yield is 9.6%. As a reaction SMILES: [C:1]([O:5][C:6]([NH:8][C@@H:9]([CH2:34][C:35]1[CH:40]=[CH:39][CH:38]=[CH:37][CH:36]=1)[C:10]([NH:12][C@@H:13]([CH2:17][C:18]1[CH:23]=[CH:22][C:21]([O:24][CH2:25][C:26]([O:28]C)=[O:27])=[C:20]([C:30]([O:32]C)=[O:31])[CH:19]=1)[C:14]([OH:16])=O)=[O:11])=[O:7])([CH3:4])([CH3:3])[CH3:2].[CH3:41][O:42][C:43]1[CH:44]=[C:45]([CH:49]=[CH:50][C:51]=1[O:52][CH3:53])[CH2:46][CH2:47][NH2:48]>>[C:1]([O:5][C:6]([NH:8][C@H:9]([CH2:34][C:35]1[CH:40]=[CH:39][CH:38]=[CH:37][CH:36]=1)[C:10]([NH:12][C@H:13]([C:14]([NH:48][CH2:47][CH2:46][C:45]1[CH:49]=[CH:50][C:51]([O:52][CH3:53])=[C:43]([O:42][CH3:41])[CH:44]=1)=[O:16])[CH2:17][C:18]1[CH:23]=[CH:22][C:21]([O:24][CH2:25][C:26]([OH:28])=[O:27])=[C:20]([CH:19]=1)[C:30]([OH:32])=[O:31])=[O:11])=[O:7])([CH3:4])([CH3:2])[CH3:3]. Reported procedure: Synthesis was performed from (2S)-2-({(2S)-2-[(tert-butoxycarbonyl)amino]-3-phenylpropanoyl}amino)-3-[3-(methoxycarbonyl)-4-(2-methoxy-2-oxoethoxy)phenyl]propanoic acid (100 mg, 0.18 mmol) and 3,4-dimethoxyphenethylamine (52 mg, 0.29 mmol) according to Method C with HPLC purification to give the title compound (12 mg). 1H-NMR (400 MHz, CD3OD) δ 1.38 (s, 9H) 2.68 (t, 2H) 2.72-3.09 (m, 4H) 3.29-3.44 (m, 2H) 3.80 (s, 3H) 3.85 (s, 3H) 4.25 (m, 1H) 4.52 (m, 1H) 4.79 (s, 2H) 6.74 (d, 1H) 6.84 (s, 1H) ... The reactants are ClC=1C=CC(=C(C1)CN1C(OC(=N1)C1=CC=C(C=C1)C(F)(F)F)=O)O (3-[(5-chloro-2-hydroxyphenyl)methyl]-5-[4-(trifluoromethyl)phenyl]-1,3,4-oxadiazol-2(3H)-one), C(=O)(Cl)Cl (phosgene). Solvent: C1(=CC=CC=C1)C (toluene). Run at temperature 120 celsius. Yields the product ClC(=O)OC1=C(C=C(C=C1)Cl)CN1C(OC(=N1)C1=CC=C(C=C1)C(F)(F)F)=O (4-Chloro-2-[[5-[4-(trifluoromethyl)phenyl]-2,3-dihydro-2-oxo-1,3,4-oxadiazol-3-yl]methyl]phenyl chloroformate). Reaction SMILES: [Cl:1][C:2]1[CH:3]=[CH:4][C:5]([OH:25])=[C:6]([CH2:8][N:9]2[N:13]=[C:12]([C:14]3[CH:19]=[CH:18][C:17]([C:20]([F:23])([F:22])[F:21])=[CH:16][CH:15]=3)[O:11][C:10]2=[O:24])[CH:7]=1.[C:26](Cl)([Cl:28])=[O:27]>C1(C)C=CC=CC=1>[Cl:28][C:26]([O:25][C:5]1[CH:4]=[CH:3][C:2]([Cl:1])=[CH:7][C:6]=1[CH2:8][N:9]1[N:13]=[C:12]([C:14]2[CH:15]=[CH:16][C:17]([C:20]([F:23])([F:21])[F:22])=[CH:18][CH:19]=2)[O:11][C:10]1=[O:24])=[O:27]. Reported procedure: A stirred suspension of 3-[(5-chloro-2-hydroxyphenyl)methyl]-5-[4-(trifluoromethyl)phenyl]-1,3,4-oxadiazol-2(3H)-one (1 g, 2.69 mmol) and BnPh3PCI (25 mg) in 1.9 molar toluene solution of phosgene (15 mL) was heated at 120° C. overnight in a sealed tube. After removal of excess phosgene, the toluene solution was rotary evaporated to dryness to afford the chlorotormate product as a white semi-solid (1.18 g). The reactants are C(C1=CC=CC=C1)OCC1(CC2(OCCO2)CCC1)C (7-benzyloxymethyl-7-methyl-1,4-dioxaspiro[4.5]decane), CC(=O)C (acetone), C1(=CC=C(C=C1)S(=O)(=O)[O-])C.[NH+]1=CC=CC=C1 (pyridinium p-toluenesulfonate). The solvent is O (water), C(C)(=O)OCC (ethyl acetate), O (water). Run at temperature 80 celsius. The product is C(C1=CC=CC=C1)OCC1(CC(CCC1)=O)C (3-benzyloxymethyl-3-methylcyclohexanone). Yield: 88.4%. RXN SMILES: [CH2:1]([O:8][CH2:9][C:10]1([CH3:20])[CH2:19][CH2:18][CH2:17][C:12]2(OCC[O:13]2)[CH2:11]1)[C:2]1[CH:7]=[CH:6][CH:5]=[CH:4][CH:3]=1.CC(C)=O.C1(C)C=CC(S([O-])(=O)=O)=CC=1.[NH+]1C=CC=CC=1>O.C(OCC)(=O)C>[CH2:1]([O:8][CH2:9][C:10]1([CH3:20])[CH2:19][CH2:18][CH2:17][C:12](=[O:13])[CH2:11]1)[C:2]1[CH:7]=[CH:6][CH:5]=[CH:4][CH:3]=1 |f:2.3|. Reported procedure: To a solution of 7-benzyloxymethyl-7-methyl-1,4-dioxaspiro[4.5]decane (5.3 g, 19 mmol) in a mixed solvent of acetone (42 ml) and water (11 ml) was added pyridinium p-toluenesulfonate (4.8 g, 19 mmol), and the mixture was stirred with heating at 80° C. for 2 hr. After cooling, to the reaction mixture were added ethyl acetate and water, and the organic layer was separated. The aqueous layer was extracted with ethyl acetate, and the combined organic layers were washed successively with water and sa...